This data is from the Open Reaction Database (ORD), a public repository of structured organic reaction records. The task is: describe an organic reaction: reactants, conditions, products, and yield Reactants: three, [BH4-].[Na+] (NaBH4), C(C)OC(C(N1C(CC(C1)CCC)=O)N1C=NC=C1)=O (imidazol-1-yl-(2-oxo-4-propyl-pyrrolidin-1-yl)-acetic acid ethyl ester). The solvent is CCO (EtOH). Conditions: temperature 10 celsius, time 2.5 hour. Yields the product OCC(N1C=NC=C1)N1C(CC(C1)CCC)=O (1-(2-hydroxy-1-imidazol-1-yl-ethyl)-4-propyl-pyrrolidin-2-one). Yield: 68.0%. As a reaction SMILES: [BH4-].[Na+].C([O:5][C:6](=O)[CH:7]([N:17]1[CH:21]=[CH:20][N:19]=[CH:18]1)[N:8]1[CH2:12][CH:11]([CH2:13][CH2:14][CH3:15])[CH2:10][C:9]1=[O:16])C>CCO>[OH:5][CH2:6][CH:7]([N:8]1[CH2:12][CH:11]([CH2:13][CH2:14][CH3:15])[CH2:10][C:9]1=[O:16])[N:17]1[CH:21]=[CH:20][N:19]=[CH:18]1 |f:0.1|. Procedure: In a 500 ml three necked flask fitted with a magnetic stirrer, under inert atmosphere, NaBH4 (1.92 g, 0.05 mol) is added by portions into a solution of imidazol-1-yl-(2-oxo-4-propyl-pyrrolidin-1-yl)-acetic acid ethyl ester a20 (9.4 g, 0.034 mol. in dry EtOH (200 ml) at 0° C. After 2.5 h, the reaction mixture is quenched carefully with a saturated solution of NH4Cl and the temperature raised up to 10° C. The solvent is evaporated to dryness and the residue is purified by chromatography on silicag... Starting materials: CO, Cl, COc1c(C(=O)CNC(C)(C)Cc2ccccc2)ccc(O)c1O, O=[Pt]=O. Product: COc1c(C(O)CNC(C)(C)Cc2ccccc2)ccc(O)c1O. Reaction SMILES: [CH3:26][OH:27].[ClH:1].[OH:2][c:3]1[c:4]([O:24][CH3:25])[c:5]([C:10]([CH2:11][NH:12][C:13]([CH2:14][c:15]2[cH:16][cH:17][cH:18][cH:19][cH:20]2)([CH3:21])[CH3:22])=[O:23])[cH:6][cH:7][c:8]1[OH:9].[Pt:28](=[O:29])=[O:30]>>[OH:2][c:3]1[c:4]([O:24][CH3:25])[c:5]([CH:10]([CH2:11][NH:12][C:13]([CH2:14][c:15]2[cH:16][cH:17][cH:18][cH:19][cH:20]2)([CH3:21])[CH3:22])[OH:23])[cH:6][cH:7][c:8]1[OH:9].